Dataset: the Open Reaction Database (ORD), a public repository of structured organic reaction records. Task: describe an organic reaction: reactants, conditions, products, and yield Reactants: C(C)OC(N[C@H](CN=[N+]=[N-])C1=CC(=CC=C1)C(F)(F)F)=O ((S)-[2-azido-1-(3-trifluoromethyl-phenyl)-ethyl]-carbamic acid ethyl ester). The reagents and catalysts are [Pd] (Pd/C). Run in CCO (EtOH). Conditions: time 14 hour. Yields the product C(C)OC(N[C@H](CN)C1=CC(=CC=C1)C(F)(F)F)=O ((S)-[2-amino-1-(3-trifluoromethyl-phenyl)-ethyl]-carbamic acid ethyl ester). The yield is 95.3%. As a reaction SMILES: [CH2:1]([O:3][C:4](=[O:21])[NH:5][C@@H:6]([C:11]1[CH:16]=[CH:15][CH:14]=[C:13]([C:17]([F:20])([F:19])[F:18])[CH:12]=1)[CH2:7][N:8]=[N+]=[N-])[CH3:2]>CCO.[Pd]>[CH2:1]([O:3][C:4](=[O:21])[NH:5][C@@H:6]([C:11]1[CH:16]=[CH:15][CH:14]=[C:13]([C:17]([F:19])([F:18])[F:20])[CH:12]=1)[CH2:7][NH2:8])[CH3:2]. Reported procedure: To a solution of (S)-[2-azido-1-(3-trifluoromethyl-phenyl)-ethyl]-carbamic acid ethyl ester (4.60 g, 15.2 mmol) in EtOH (200 mL) is added 10% Pd/C (˜200 mg). The resulted mixture is then degassed and filled with H2 and stirred at room temperature under H2 for 14 h. The mixture is then filtered through a pat of Celite to remove the Pd/C and washed with EtOH (3×10 mL). The filtrate is concentrate to provide the crude (S)-[2-amino-1-(3-trifluoromethyl-phenyl)-ethyl]-carbamic acid ethyl ester (˜4.0 ... Reactants: ClCCCCC(=O)C=1C=CC(=C(C1)S(=O)(=O)N)OC (5-(5-chlorovaleryl)-2-methoxy-benzenesulfonamide), COC1=C(C=CC=C1)N1CCNCC1 (1-(2-methoxyphenyl)piperazine), C([O-])([O-])=O.[Na+].[Na+] (sodium carbonate), CS(=O)C (dimethyl sulfoxide). Run in O (water). Reaction conditions: temperature 90 celsius, time 3 hour. The product is Cl.Cl.COC1=C(C=CC=C1)N1CCN(CC1)CCCCC(=O)C=1C=CC(=C(C1)S(=O)(=O)N)OC (5-[5-[4-(2-methoxyphenyl)-1-piperazinyl]valeryl]-2-methoxy-benzenesulfonamide dihydrochloride). The yield is 123.2%. RXN SMILES: [Cl:1][CH2:2][CH2:3][CH2:4][CH2:5][C:6]([C:8]1[CH:9]=[CH:10][C:11]([O:18][CH3:19])=[C:12]([S:14]([NH2:17])(=[O:16])=[O:15])[CH:13]=1)=[O:7].[CH3:20][O:21][C:22]1[CH:27]=[CH:26][CH:25]=[CH:24][C:23]=1[N:28]1[CH2:33][CH2:32][NH:31][CH2:30][CH2:29]1.C(=O)([O-])[O-].[Na+].[Na+].CS(C)=O>O>[ClH:1].[ClH:1].[CH3:20][O:21][C:22]1[CH:27]=[CH:26][CH:25]=[CH:24][C:23]=1[N:28]1[CH2:33][CH2:32][N:31]([CH2:2][CH2:3][CH2:4][CH2:5][C:6]([C:8]2[CH:9]=[CH:10][C:11]([O:18][CH3:19])=[C:12]([S:14]([NH2:17])(=[O:16])=[O:15])[CH:13]=2)=[O:7])[CH2:30][CH2:29]1 |f:2.3.4,7.8.9|. Procedure: A mixture of 2.6 g of 5-(5-chlorovaleryl)-2-methoxy-benzenesulfonamide, 1.8 g of 1-(2-methoxyphenyl)piperazine, 1 g of sodium carbonate and 20 ml of dimethyl sulfoxide was stirred at 90° C. for 3 hours. After the reaction was finished, water was added to the reaction mixture and then the mixture was extracted with ethyl acetate. The extract was washed with water saturated with sodium chloride and dried over anhydrous sodium sulfate. The solvent was distilled away and the residue was dissolved in... Reactants: CCO, [Pd], O=[N+]([O-])c1cccc(S(=O)(=O)Nc2cccnc2)c1. The product is Nc1cccc(S(=O)(=O)Nc2cccnc2)c1. As a reaction SMILES: [CH3:20][CH2:21][OH:22].[Pd:23].[n:1]1[cH:2][c:3]([NH:7][S:8](=[O:9])(=[O:10])[c:11]2[cH:12][c:13]([N+:17]([O-:18])=[O:19])[cH:14][cH:15][cH:16]2)[cH:4][cH:5][cH:6]1>>[n:1]1[cH:2][c:3]([NH:7][S:8](=[O:9])(=[O:10])[c:11]2[cH:12][c:13]([NH2:17])[cH:14][cH:15][cH:16]2)[cH:4][cH:5][cH:6]1. Reactants: CS(=O)(=O)Cl (Methanesulfonyl chloride), [F-].C(CCC)[N+](CCCC)(CCCC)CCCC (Tetrabutylammonium fluoride), C([O-])([O-])=O.[K+].[K+] (Potassium carbonate), C(C1=CC=CC=C1)(=O)O[C@@H]1[C@H](C=C(C[C@H]1O[Si](C)(C)C(C)(C)C)C(=O)OC)CC=C ((1R,2S,6R)-2-allyl-6-{[tert-butyl(dimethyl)silyl]oxy}-4-(methoxycarbonyl)-3-cyclohexen-1-yl benzoate). The solvent is C(C)(=O)OCC (ethyl acetate), ClCCl (dichloromethane), C1CCOC1 (THF), CO (methanol). Product: C(C=C)[C@H]1C=C(C[C@H]2O[C@@H]12)C(=O)OC (methyl (1R,5S,6S)-5-allyl-7-oxabicyclo[4.1.0]hept-3-ene-3-carboxylate). RXN SMILES: C(=O)([O-])[O-].[K+].[K+].C(O[C@H:16]1[C@H:21]([O:22][Si](C(C)(C)C)(C)C)[CH2:20][C:19]([C:30]([O:32][CH3:33])=[O:31])=[CH:18][C@@H:17]1[CH2:34][CH:35]=[CH2:36])(=O)C1C=CC=CC=1.CS(Cl)(=O)=O.[F-].C([N+](CCCC)(CCCC)CCCC)CCC>CO.ClCCl.C1COCC1.C(OCC)(=O)C>[CH2:34]([C@@H:17]1[C@H:16]2[C@H:21]([O:22]2)[CH2:20][C:19]([C:30]([O:32][CH3:33])=[O:31])=[CH:18]1)[CH:35]=[CH2:36] |f:0.1.2,5.6|. Procedure details: Potassium carbonate can be added to a room temperature solution of Example 18E in methanol and stirred over night. The reaction mixture can then be filtered, concentrated, and purified to yield the first intermediate compound. Methanesulfonyl chloride can then be added to a 0° C. solution of the first intermediate in dichloromethane. After stirring for up to 12 hours, the reaction mixture can then be washed with saturated NaHCO3, dilute citric acid solution, water, and brine, dried (MgSO4), filt... Starting materials: NN (hydrazine), Intermediate B1, CC(C)N1CCC(=CC1)C1=CC(=C(C=C1)[N+](=O)[O-])OC (1-(1-methylethyl)-4-[3-(methyloxy)-4-nitrophenyl]-1,2,3,6-tetrahydropyridine). The product is CC(C)N1CCC(=CC1)C1=CC(=C(N)C=C1)OC (4-[1-(1-methylethyl)-1,2,3,6-tetrahydro-4-pyridinyl]-2-(methyloxy)aniline). Isolated yield 90.6%. As a reaction SMILES: NN.[CH3:3][CH:4]([N:6]1[CH2:11][CH:10]=[C:9]([C:12]2[CH:17]=[CH:16][C:15]([N+:18]([O-])=O)=[C:14]([O:21][CH3:22])[CH:13]=2)[CH2:8][CH2:7]1)[CH3:5]>>[CH3:5][CH:4]([N:6]1[CH2:7][CH:8]=[C:9]([C:12]2[CH:17]=[CH:16][C:15]([NH2:18])=[C:14]([O:21][CH3:22])[CH:13]=2)[CH2:10][CH2:11]1)[CH3:3]. Reported procedure: In a manner analgous to the hydrazine-mediated reduction of Intermediate B1, 4-[1-(1-methylethyl)-1,2,3,6-tetrahydro-4-pyridinyl]-2-(methyloxy)aniline (1.60 g, 90% yield) was prepared from 1-(1-methylethyl)-4-[3-(methyloxy)-4-nitrophenyl]-1,2,3,6-tetrahydropyridine (2.0 g, 7.17 mmol). 1H NMR (400 MHz, CDCl3) δ ppm 1.12 (d, J=6.6 Hz, 6 H), 2.54 (s, 2 H), 2.73 (t, J=5.5 Hz, 2 H), 2.79 (dt, J=12.9, 6.6 Hz, 1 H), 3.24 (d, J=3.3 Hz, 2 H), 3.77 (s, 2 H), 3.85 (s, 3 H), 5.94 (s, 1 H), 6.65 (d, J=8.1 Hz...